Task: describe an organic reaction: reactants, conditions, products, and yield. Dataset: the Open Reaction Database (ORD), a public repository of structured organic reaction records Starting materials: NC=1C2=C(N=CN1)N(C=C2C2=CC=C(OC1=CC=C(C=O)C=C1)C=C2)C2COCC2 (4-[4-(4-amino-7-(3-tetrahydrofuryl)-7H-pyrrolo[2,3-d]pyrimidin-5-yl)phenoxy]benzaldehyde), N1CCOCC1 (morpholine). Yields the product O1CCN(CC1)CC1=CC=C(OC2=CC=C(C=C2)C2=CN(C=3N=CN=C(C32)N)C3COCC3)C=C1 (5-[4-(4-morpholinomethylphenoxy)-phenyl]-7-(3-tetrahydrofuryl)-7H-pyrrolo[2,3-d]pyrimidin-4-ylamine). Reaction SMILES: [NH2:1][C:2]1[C:3]2[C:10]([C:11]3[CH:25]=[CH:24][C:14]([O:15][C:16]4[CH:23]=[CH:22][C:19]([CH:20]=O)=[CH:18][CH:17]=4)=[CH:13][CH:12]=3)=[CH:9][N:8]([CH:26]3[CH2:30][CH2:29][O:28][CH2:27]3)[C:4]=2[N:5]=[CH:6][N:7]=1.[NH:31]1[CH2:36][CH2:35][O:34][CH2:33][CH2:32]1>>[O:34]1[CH2:35][CH2:36][N:31]([CH2:20][C:19]2[CH:22]=[CH:23][C:16]([O:15][C:14]3[CH:13]=[CH:12][C:11]([C:10]4[C:3]5[C:2]([NH2:1])=[N:7][CH:6]=[N:5][C:4]=5[N:8]([CH:26]5[CH2:30][CH2:29][O:28][CH2:27]5)[CH:9]=4)=[CH:25][CH:24]=3)=[CH:17][CH:18]=2)[CH2:32][CH2:33]1. Procedure details: In a similar manner to Example 10 a mixture of 4-[4-(4-amino-7-(3-tetrahydrofuryl)-7H-pyrrolo[2,3-d]pyrimidin-5-yl)phenoxy]benzaldehyde (336 mg), and morpholine (146 mg) were reacted to give 5-[4-(4-morpholinomethylphenoxy)-phenyl]-7-(3-tetrahydrofuryl)-7H-pyrrolo[2,3-d]pyrimidin-4-ylamine, m.p 142-144° C. The reactants are Cl.ClC1=NC2=C(C3=NC4=CC=CC(=C4C(N31)=O)F)C=CN2S(=O)(=O)C2=CC=C(C=C2)C (5-chloro-8-fluoro-3-[(4-methylphenyl)sulfonyl]pyrrolo[2′,3′:4,5]pyrimido[6,1-b]quinazolin-7(3H)-one hydrogen chloride), COC=1C=C2CCN(C2=CC1N)C(COC)=O (5-(methyloxy)-1-[(methyloxy)acetyl]-2,3-dihydro-1H-indol-6-amine), [Na+].[Cl-] (NaCl), [OH-].[K+] (KOH), [NH4+].[OH-] (NH4OH), [OH-].[Na+] (NaOH). Run in C1CCOC1 (THF), CCOC(=O)C (EtOAc), C1CCOC1 (THF), CCOC(=O)C (EtOAc). Product: FC1=C(C(=O)N)C(=CC=C1)NC1=C2C(NC(=N1)NC1=C(C=C3CCN(C3=C1)C(COC)=O)OC)=NC=C2 (2-fluoro-6-{[2-({5-(methyloxy)-1-[(methyloxy)acetyl]-2,3-dihydro-1H-indol-6-yl}amino)-1 H-pyrrolo[2,3-d]pyrimidin-4-yl]amino}benzamide). Reaction SMILES: Cl.Cl[C:3]1[N:16]2[C:7](=[N:8][C:9]3[C:14]([C:15]2=[O:17])=[C:13]([F:18])[CH:12]=[CH:11][CH:10]=3)[C:6]2[CH:19]=[CH:20][N:21](S(C3C=CC(C)=CC=3)(=O)=O)[C:5]=2[N:4]=1.[CH3:32][O:33][C:34]1[CH:35]=[C:36]2[C:40](=[CH:41][C:42]=1[NH2:43])[N:39]([C:44](=[O:48])[CH2:45][O:46][CH3:47])[CH2:38][CH2:37]2.[NH4+:49].[OH-].[Na+].[Cl-].[OH-].[K+].[OH-].[Na+]>C1COCC1.CCOC(C)=O>[F:18][C:13]1[CH:12]=[CH:11][CH:10]=[C:9]([NH:8][C:7]2[N:16]=[C:3]([NH:43][C:42]3[CH:41]=[C:40]4[C:36]([CH2:37][CH2:38][N:39]4[C:44](=[O:48])[CH2:45][O:46][CH3:47])=[CH:35][C:34]=3[O:33][CH3:32])[NH:4][C:5]3=[N:21][CH:20]=[CH:19][C:6]=23)[C:14]=1[C:15]([NH2:49])=[O:17] |f:0.1,3.4,5.6,7.8,9.10|. Procedure details: A thick white slurry of 5-chloro-8-fluoro-3-[(4-methylphenyl)sulfonyl]pyrrolo[2′,3′:4,5]pyrimido[6,1-b]quinazolin-7(3H)-one hydrogen chloride (400 mg, 0.835 mmol) and 5-(methyloxy)-1-[(methyloxy)acetyl]-2,3-dihydro-1H-indol-6-amine (197 mg, 0.835 mmol) in THF (15 mL) was heated at 80° C. for 17 h, cooled, then diluted with THF (20 mL) and a 30% aqueous NH4OH solution (50 mL). The reaction mixture was maintained for 17 h, then diluted with EtOAc (50 mL) and a saturated NaCl solution (25 mL). The ...